Dataset: the Open Reaction Database (ORD), a public repository of structured organic reaction records. Task: describe an organic reaction: reactants, conditions, products, and yield Yield: 96.7%. Starting materials: C(C)(=O)O[C@H](C)C1=NOC(=N1)C1=CC(=CC=C1)Cl ((+)-(1R)-1-[5-(3-chlorophenyl)-[1,2,4]oxadiazol-3-yl]ethyl acetate), O.[OH-].[Li+] (lithium hydroxide monohydrate). Product: ClC=1C=C(C=CC1)C1=NC(=NO1)[C@@H](C)O ((+)-(1R)-1-[5-(3-chlorophenyl)-[1,2,4]oxadiazol-3-yl]ethanol). Procedure: 7.13 g (26.7 mmol) (+)-(1R)-1-[5-(3-chlorophenyl)-[1,2,4]oxadiazol-3-yl]ethyl acetate and 2.33 g (56.7 mmol) lithium hydroxide monohydrate were mixed with 1:1 THF/Water (100 mL) and stirred for 18 h. Reducing the volume of the mixture in vacuo to about ½, followed by dilution with brine and extraction with ethyl acetate. 5.8 g (97%) of the title compound was obtained after evaporation and drying. 1H NMR: 8.14 (s, 1 H), 8.02 (d, 1 H), 7.57 (d, 1 H), 7.47 (t, 1 H), 5.04-5.14 (m, 1 H), 2.42 (br s, ... Conditions: time 18 hour. Solvent: C1CCOC1.O (THF Water). RXN SMILES: C([O:4][C@@H:5]([C:7]1[N:11]=[C:10]([C:12]2[CH:17]=[CH:16][CH:15]=[C:14]([Cl:18])[CH:13]=2)[O:9][N:8]=1)[CH3:6])(=O)C.O.[OH-].[Li+]>C1COCC1.O>[Cl:18][C:14]1[CH:13]=[C:12]([C:10]2[O:9][N:8]=[C:7]([C@H:5]([OH:4])[CH3:6])[N:11]=2)[CH:17]=[CH:16][CH:15]=1 |f:1.2.3,4.5|. Isolated yield 95.3%. Reported procedure: 16.0 g of 3-benzyloxy-4-nitrotoluene and 23.0 g of tert-butoxybis(dimethylamino)methane are heated for 8 hours to 100° C. After allowing the mixture to stand for 8 hours at room temperature, the pure reaction product is crystallized. This product is filtered off and washed with a mixture of ethyl acetate and cyclohexane 1:4, thus obtaining 18.7 g of 1-(3-benzyloxy-4-nitrophenyl)-2-dimethylaminoethene, mp 111°-114° C. Starting materials: C(C1=CC=CC=C1)OC=1C=C(C=CC1[N+](=O)[O-])C (3-benzyloxy-4-nitrotoluene), C(C)(C)(C)OC(N(C)C)N(C)C (tert-butoxybis(dimethylamino)methane). Reaction SMILES: [CH2:1]([O:8][C:9]1[CH:10]=[C:11]([CH3:18])[CH:12]=[CH:13][C:14]=1[N+:15]([O-:17])=[O:16])[C:2]1[CH:7]=[CH:6][CH:5]=[CH:4][CH:3]=1.C(O[CH:24](N(C)C)[N:25]([CH3:27])[CH3:26])(C)(C)C>>[CH2:1]([O:8][C:9]1[CH:10]=[C:11]([CH:18]=[CH:24][N:25]([CH3:27])[CH3:26])[CH:12]=[CH:13][C:14]=1[N+:15]([O-:17])=[O:16])[C:2]1[CH:3]=[CH:4][CH:5]=[CH:6][CH:7]=1. Conditions: time 8 hour. Product: C(C1=CC=CC=C1)OC=1C=C(C=CC1[N+](=O)[O-])C=CN(C)C (1-(3-benzyloxy-4-nitrophenyl)-2-dimethylaminoethene). Conditions: time 1 hour. As a reaction SMILES: C(OC([NH:8][C@H:9]([CH2:15][CH:16]1[CH2:21][CH2:20][CH2:19][CH2:18][CH2:17]1)[CH:10]([OH:14])[C:11]([OH:13])=[O:12])=O)(C)(C)C.N[C@H:23]1[C:31]2[C:26](=[CH:27][CH:28]=[CH:29][CH:30]=2)[CH2:25][C@H:24]1O.Cl.C[N:35](C)CCCN=C=NCC.ON1C2C=CC=CC=2N=N1.CN1CCOCC1>ClCCl.ClCCl.CN(C=O)C>[NH2:8][C@H:9]([CH2:15][CH:16]1[CH2:17][CH2:18][CH2:19][CH2:20][CH2:21]1)[CH:10]([OH:14])[C:11]([O:13][C@H:23]1[C:31]2[C:26](=[CH:27][CH:28]=[CH:29][CH:30]=2)[CH2:25][C@H:24]1[NH2:35])=[O:12] |f:2.3,7.8|. Procedure: A solution of Example 3C (0.10 g, 0.33 mmol), (1S,2R)-1-amino-2-hydroxyindane (0.086 g, 0.58 mmol), 1-(3-dimethylaminopropyl)-3-ethylcarbodiimide hydrochloride (0.080 g, 0.41 mmol), 1-hydroxybenzotriazole (0.061 g, 0.45 mmol), and N-methylmorpholine (0.05 mL, 0.46 mmol) in 3:1 dichloromethane/DMF (4 mL) at room temperature was stirred for 16 hours, diluted with dichloromethane, washed sequentially with aqueous NaHCO3, brine, 10% KHSO4, and brine, dried (MgSO4), filtered, and concentrated. The re... The product is N[C@@H](C(C(=O)O[C@@H]1[C@@H](CC2=CC=CC=C12)N)O)CC1CCCCC1 ((1S,2R)-2-amino-2,3-dihydro-1H-inden-1-yl (2RS,3R)-3-amino-4-cyclohexyl-2-hydroxybutanoate). Solvent: ClCCl.CN(C)C=O (dichloromethane DMF), ClCCl (dichloromethane). Starting materials: C(C)(C)(C)OC(=O)N[C@@H](C(C(=O)O)O)CC1CCCCC1 ((2RS,3R)-3-[(tert-butoxycarbonyl)amino]-4-cyclohexyl-2-hydroxybutanoic acid), N[C@@H]1[C@@H](CC2=CC=CC=C12)O ((1S,2R)-1-amino-2-hydroxyindane), Cl.CN(CCCN=C=NCC)C (1-(3-dimethylaminopropyl)-3-ethylcarbodiimide hydrochloride), ON1N=NC2=C1C=CC=C2 (1-hydroxybenzotriazole), CN1CCOCC1 (N-methylmorpholine). Reactants: FC(C1=C(C=NN1C1=NC(=CC=C1)C1=C(C=CC=C1)OCC1=CC=C(C=C1)COC1=CC=C(C=C1)C(F)(F)F)C(=O)OCC)(F)F (Ethyl 5-(trifluoromethyl)-1-(6-{2-[(4-{[4-(trifluoromethyl)phenoxy]methyl}benzyl)oxy]phenyl}pyridin-2-yl)-1H-pyrazole-4-carboxylate), [OH-].[Li+] (lithium hydroxide), O1CCOCC1 (1,4-dioxane), Cl (hydrochloric acid), O1CCOCC1 (1,4-dioxane). Conditions: temperature 50 celsius, time 30 minute. Yields the product C(=O)(C(F)(F)F)O (TFA), FC(C1=C(C=NN1C1=NC(=CC=C1)C1=C(C=CC=C1)OCC1=CC=C(C=C1)COC1=CC=C(C=C1)C(F)(F)F)C(=O)O)(F)F (5-(Trifluoromethyl)-1-(6-{2-[(4-{[4-(trifluoromethyl)phenoxy]methyl}benzyl)oxy]phenyl}pyridin-2-yl)-1H-pyrazole-4-carboxylic acid). As a reaction SMILES: [F:1][C:2]([F:46])([F:45])[C:3]1[N:7]([C:8]2[CH:13]=[CH:12][CH:11]=[C:10]([C:14]3[CH:19]=[CH:18][CH:17]=[CH:16][C:15]=3[O:20][CH2:21][C:22]3[CH:27]=[CH:26][C:25]([CH2:28][O:29][C:30]4[CH:35]=[CH:34][C:33]([C:36]([F:39])([F:38])[F:37])=[CH:32][CH:31]=4)=[CH:24][CH:23]=3)[N:9]=2)[N:6]=[CH:5][C:4]=1[C:40]([O:42]CC)=[O:41].[OH-:47].[Li+].Cl.[O:50]1CCOCC1>>[C:3]([OH:50])([C:2]([F:46])([F:45])[F:1])=[O:47].[F:46][C:2]([F:1])([F:45])[C:3]1[N:7]([C:8]2[CH:13]=[CH:12][CH:11]=[C:10]([C:14]3[CH:19]=[CH:18][CH:17]=[CH:16][C:15]=3[O:20][CH2:21][C:22]3[CH:23]=[CH:24][C:25]([CH2:28][O:29][C:30]4[CH:35]=[CH:34][C:33]([C:36]([F:39])([F:38])[F:37])=[CH:32][CH:31]=4)=[CH:26][CH:27]=3)[N:9]=2)[N:6]=[CH:5][C:4]=1[C:40]([OH:42])=[O:41] |f:1.2|. Procedure: To a solution of the title compound from Example 7 Step B (15.0 mg, 0.023 mmol) 1,4-dioxane (0.500 mL) was added lithium hydroxide (0.5 mL, 2.0 M in water, 1.00 mmol), and the resulting mixture was stirred at 50° C. After 30 min, the reaction mixture was rendered acidic by addition of aqueous hydrochloric acid, then was diluted with 1,4-dioxane and passed through a 0.45 micron syringe filter. Purification by reverse phase HPLC (30 to 100% acetonitrile in water, each with 0.1% v/v TFA) provided t... Starting materials: ON1C(C2=CC=CC=3C2=C(C1=O)C=C(C3)OC)=O (2-Hydroxy-5-methoxy-benzo[de]isoquinoline-1,3-dione), Cl.NO (hydroxylamine hydrochloride), N1=CC=CC=C1 (pyridine), ice water. Conditions: temperature 80 celsius. Yields the product ON1C(C=2C=C3C(=C4C=CC=C(C1=O)C42)NC(=N3)C)=O (5-Hydroxy-9-methyl-10H-5,8,10-triaza-cyclopenta[a]phenalene-4,6-dione). RXN SMILES: [OH:1][N:2]1[C:11](=[O:12])[C:10]2[CH:13]=[C:14](OC)[CH:15]=[C:8]3[C:9]=2[C:4](=[CH:5][CH:6]=[CH:7]3)[C:3]1=[O:18].Cl.[NH2:20]O.[N:22]1[CH:27]=[CH:26]C=CC=1>>[OH:1][N:2]1[C:3](=[O:18])[C:4]2[C:9]3[C:8]([CH:7]=[CH:6][CH:5]=2)=[C:15]2[NH:20][C:27]([CH3:26])=[N:22][C:14]2=[CH:13][C:10]=3[C:11]1=[O:12] |f:1.2|. Procedure details: A mixture of 4-acetylamino-3-amino-1,8-naphthalic anhydride (0.10 g, 0.37 mmol, from Example 13) and hydroxylamine hydrochloride (0.10 g, 1.4 mmol) in pyridine (3 mL) was heated at 80° C. for 5 hours and poured into ice water. The solid was filtered, washed with ether, and recrystallized from ethanol to give 0.09 g of the title compound, mp >330° C.